This data is from the Open Reaction Database (ORD), a public repository of structured organic reaction records. The task is: describe an organic reaction: reactants, conditions, products, and yield The reactants are BrCc1ccccc1, ClCCl, [K+], [K+], O=C([O-])[O-], O=Cc1cc2c(cc1O)CCO2. The product is O=Cc1cc2c(cc1OCc1ccccc1)CCO2. Reaction SMILES: [CH2:13]([c:14]1[cH:15][cH:16][cH:17][cH:18][cH:19]1)[Br:20].[CH2:27]([Cl:28])[Cl:29].[K+:21].[K+:22].[O-:23][C:24]([O-:25])=[O:26].[OH:1][c:2]1[c:3]([CH:11]=[O:12])[cH:4][c:5]2[c:6]([cH:10]1)[CH2:7][CH2:8][O:9]2>>[O:1]([c:2]1[c:3]([CH:11]=[O:12])[cH:4][c:5]2[c:6]([cH:10]1)[CH2:7][CH2:8][O:9]2)[CH2:13][c:14]1[cH:15][cH:16][cH:17][cH:18][cH:19]1. Reactants: C(C)(C)(C)OC(=O)NC1CN(CC1)C1=C(C=C2C(C(=CN(C2=C1F)C1CC1)C(=O)O)=O)F (7[3-t-butoxycarbonylamino-1-pyrrolidinyl]-1-cyclopropyl-6,8-difluoro-1,4-dihydro-4-oxo-3-quinolinecarboxyic acid). The solvent is FC(C(=O)O)(F)F (trifluoroacetic acid). The product is NC1CN(CC1)C1=C(C=C2C(C(=CN(C2=C1F)C1CC1)C(=O)O)=O)F (7-[3-Amino-1-pyrrolidinyl]-1-cyclopropyl-6,8-difluoro-1,4-dihydro-4-oxo-3-quinolinecarboxylic Acid). Isolated yield 97.0%. As a reaction SMILES: C(OC([NH:8][CH:9]1[CH2:13][CH2:12][N:11]([C:14]2[C:23]([F:24])=[C:22]3[C:17]([C:18](=[O:31])[C:19]([C:28]([OH:30])=[O:29])=[CH:20][N:21]3[CH:25]3[CH2:27][CH2:26]3)=[CH:16][C:15]=2[F:32])[CH2:10]1)=O)(C)(C)C>FC(F)(F)C(O)=O>[NH2:8][CH:9]1[CH2:13][CH2:12][N:11]([C:14]2[C:23]([F:24])=[C:22]3[C:17]([C:18](=[O:31])[C:19]([C:28]([OH:30])=[O:29])=[CH:20][N:21]3[CH:25]3[CH2:26][CH2:27]3)=[CH:16][C:15]=2[F:32])[CH2:10]1. Procedure details: A solution of 1.4 g (3.1 mmole) of 7[3-t-butoxycarbonylamino-1-pyrrolidinyl]-1-cyclopropyl-6,8-difluoro-1,4-dihydro-4-oxo-3-quinolinecarboxyic acid in 25 ml of trifluoroacetic acid was stirred at room temperature until gas evolution ceased. The solvent was removed in vacuo and the residue dissolved in 1N sodium hydroxide. The solution was diluted to 100 ml with water and acidified to pH 5.5 with 6N hydrochloric acid. The precipitate was removed by filtration, washed with water, ethanol, and ethy... Reactants: Br, Br, Cc1cc(-c2ccccc2)nc(Cl)c1C#N, [K+], [K+], O=C([O-])[O-], CN(C)C=O, Oc1ccc(N2CCNCC2)cc1. Yields the product Cc1cc(-c2ccccc2)nc(N2CCN(c3ccc(O)cc3)CC2)c1C#N. RXN SMILES: [BrH:1].[BrH:2].[Cl:16][c:17]1[n:18][c:19](-[c:26]2[cH:27][cH:28][cH:29][cH:30][cH:31]2)[cH:20][c:21]([CH3:25])[c:22]1[C:23]#[N:24].[K+:32].[K+:33].[O-:34][C:35]([O-:36])=[O:37].[O:38]=[CH:39][N:40]([CH3:41])[CH3:42].[OH:3][c:4]1[cH:5][cH:6][c:7]([N:10]2[CH2:11][CH2:12][NH:13][CH2:14][CH2:15]2)[cH:8][cH:9]1>>[OH:3][c:4]1[cH:5][cH:6][c:7]([N:10]2[CH2:11][CH2:12][N:13]([c:17]3[n:18][c:19](-[c:26]4[cH:27][cH:28][cH:29][cH:30][cH:31]4)[cH:20][c:21]([CH3:25])[c:22]3[C:23]#[N:24])[CH2:14][CH2:15]2)[cH:8][cH:9]1.